This data is from the Open Reaction Database (ORD), a public repository of structured organic reaction records. The task is: describe an organic reaction: reactants, conditions, products, and yield Starting materials: CN(C)C=O, O=C=NCc1ccccc1, Nc1ccc(-c2ccncc2)cc1. The product is O=C(NCc1ccccc1)Nc1ccc(-c2ccncc2)cc1. RXN SMILES: [CH3:24][N:25]([CH3:26])[CH:27]=[O:28].[N:14](=[C:15]=[O:16])[CH2:17][c:18]1[cH:19][cH:20][cH:21][cH:22][cH:23]1.[n:1]1[cH:2][cH:3][c:4](-[c:7]2[cH:8][cH:9][c:10]([NH2:13])[cH:11][cH:12]2)[cH:5][cH:6]1>>[n:1]1[cH:2][cH:3][c:4](-[c:7]2[cH:8][cH:9][c:10]([NH:13][C:15]([NH:14][CH2:17][c:18]3[cH:19][cH:20][cH:21][cH:22][cH:23]3)=[O:16])[cH:11][cH:12]2)[cH:5][cH:6]1. The reactants are [Al+3], CCOC(=O)c1cn(C)nc1OCc1ccc(OCc2nc(-c3ccccc3)oc2C)c(OC)c1, [H-], [H-], [H-], [H-], [Li+], [Na+], [Na+], C1CCOC1, O, O, O, O, O, O, O, O, O, O, O=S(=O)([O-])[O-]. Yields the product COc1cc(COc2nn(C)cc2CO)ccc1OCc1nc(-c2ccccc2)oc1C. RXN SMILES: [Al+3:37].[CH3:1][O:2][c:3]1[cH:4][c:5]([CH2:6][O:7][c:8]2[n:9][n:10]([CH3:18])[cH:11][c:12]2[C:13](=[O:14])[O:15][CH2:16][CH3:17])[cH:19][cH:20][c:21]1[O:22][CH2:23][c:24]1[n:25][c:26](-[c:30]2[cH:31][cH:32][cH:33][cH:34][cH:35]2)[o:27][c:28]1[CH3:29].[H-:36].[H-:39].[H-:40].[H-:41].[Li+:38].[Na+:57].[Na+:58].[O:59]1[CH2:60][CH2:61][CH2:62][CH2:63]1.[OH2:42].[OH2:43].[OH2:44].[OH2:45].[OH2:46].[OH2:47].[OH2:48].[OH2:49].[OH2:50].[OH2:51].[S:52]([O-:53])([O-:54])(=[O:55])=[O:56]>>[CH3:1][O:2][c:3]1[cH:4][c:5]([CH2:6][O:7][c:8]2[n:9][n:10]([CH3:18])[cH:11][c:12]2[CH2:13][OH:14])[cH:19][cH:20][c:21]1[O:22][CH2:23][c:24]1[n:25][c:26](-[c:30]2[cH:31][cH:32][cH:33][cH:34][cH:35]2)[o:27][c:28]1[CH3:29]. Starting materials: C(=O)(Cl)Cl (Phosgene), solution, NC1=C(C(=O)O)C=C(C=C1)F (2-Amino-5-fluorobenzoic acid). Run in C1(=CC=CC=C1)C (toluene), [OH-].[Na+] (sodium hydroxide). Reaction conditions: temperature 0 celsius. Yields the product FC=1C=CC2=C(C(OC(N2)=O)=O)C1 (6-fluoro-2H-3,1-benzoxazine-2,4(1H)-dione). RXN SMILES: [NH2:1][C:2]1[CH:10]=[CH:9][C:8]([F:11])=[CH:7][C:3]=1[C:4]([OH:6])=[O:5].[C:12](Cl)(Cl)=[O:13]>[OH-].[Na+].C1(C)C=CC=CC=1>[F:11][C:8]1[CH:9]=[CH:10][C:2]2[NH:1][C:12](=[O:13])[O:5][C:4](=[O:6])[C:3]=2[CH:7]=1 |f:2.3|. Procedure details: 2-Amino-5-fluorobenzoic acid (1.91 g, 12.3 mmol) was dissolved in 1N sodium hydroxide solution (15 mL) and cooled to 0° C. under a nitrogen atmosphere. Phosgene (10 mL of a 20% solution in toluene) was added dropwise. After the addition was complete, the thick slurry was allowed to warm to room temperature. The precipitate was filtered off and rinsed with deionized water (2×50 mL). The precipitate was slurried in diethyl ether (50 mL), filtered, and dried under reduced pressure to yield 2.04 g o... Starting materials: C=O (formaldehyde), [OH-].[Na+] (sodium hydroxide), C(C1=CC=CC=C1)O[C@@H]1[C@H](O[C@@]([C@@H]([C@H]1OCC1=CC=CC=C1)OCC1=CC=CC=C1)(OC)C1=CC(=C(C=C1)Cl)CC1=CC=C(C=C1)OCC(F)(F)F)C=O ((2S,3S,4S,5R,6S)-3,4,5-tribenzyloxy-6-[4-chloro-3-[[4-(2,2,2-trifluoroethoxy)phenyl]methyl]phenyl]-6-methoxy-tetrahydropyran-2-carbaldehyde). Solvent: O1CCOCC1 (1,4-dioxane). Conditions: temperature 70 celsius, time 25 hour. Yields the product C(C1=CC=CC=C1)O[C@@H]1[C@](O[C@@]([C@@H]([C@H]1OCC1=CC=CC=C1)OCC1=CC=CC=C1)(OC)C1=CC(=C(C=C1)Cl)CC1=CC=C(C=C1)OCC(F)(F)F)(C=O)CO ((2S,3S,4S,5R,6S)-3,4,5-tribenzyloxy-6-[4-chloro-3-[[4-(2,2,2-trifluoroethoxy)phenyl]-methyl]phenyl]-2-(hydroxymethyl)-6-methoxy-tetrahydropyran-2-carbaldehyde). As a reaction SMILES: [CH2:1]([O:8][C@H:9]1[C@H:14]([O:15][CH2:16][C:17]2[CH:22]=[CH:21][CH:20]=[CH:19][CH:18]=2)[C@@H:13]([O:23][CH2:24][C:25]2[CH:30]=[CH:29][CH:28]=[CH:27][CH:26]=2)[C@@:12]([C:33]2[CH:38]=[CH:37][C:36]([Cl:39])=[C:35]([CH2:40][C:41]3[CH:46]=[CH:45][C:44]([O:47][CH2:48][C:49]([F:52])([F:51])[F:50])=[CH:43][CH:42]=3)[CH:34]=2)([O:31][CH3:32])[O:11][C@@H:10]1[CH:53]=[O:54])[C:2]1[CH:7]=[CH:6][CH:5]=[CH:4][CH:3]=1.[CH2:55]=[O:56].[OH-].[Na+]>O1CCOCC1>[CH2:1]([O:8][C@H:9]1[C@H:14]([O:15][CH2:16][C:17]2[CH:22]=[CH:21][CH:20]=[CH:19][CH:18]=2)[C@@H:13]([O:23][CH2:24][C:25]2[CH:30]=[CH:29][CH:28]=[CH:27][CH:26]=2)[C@@:12]([C:33]2[CH:38]=[CH:37][C:36]([Cl:39])=[C:35]([CH2:40][C:41]3[CH:42]=[CH:43][C:44]([O:47][CH2:48][C:49]([F:51])([F:52])[F:50])=[CH:45][CH:46]=3)[CH:34]=2)([O:31][CH3:32])[O:11][C@:10]1([CH2:55][OH:56])[CH:53]=[O:54])[C:2]1[CH:3]=[CH:4][CH:5]=[CH:6][CH:7]=1 |f:2.3|. Procedure details: (2S,3S,4S,5R,6S)-3,4,5-tribenzyloxy-6-[4-chloro-3-[[4-(2,2,2-trifluoroethoxy)phenyl]methyl]phenyl]-6-methoxy-tetrahydropyran-2-carbaldehyde 71 (1.06 g, 1.39 mmol) was dissolved in 20 mL 1,4-dioxane, followed by addition of 2.3 mL 37% formaldehyde solution and 4 mL 2.9 M sodium hydroxide. The reaction mixture was stirred for 25 hours at 70° C. Thereafter, the reaction mixture was concentrated under reduced pressure before 20 mL water and 10 mL saturated sodium chloride solution were added. The re... Reactants: C(C)(C)OC1=CC=C(C=N1)C=1N=C(C2=CC=C(C=C2C1)OC)O (3-(6-isopropoxypyridin-3-yl)-6-methoxyisoquinolin-1-ol), O=P(Cl)(Cl)Cl (POCl3). Yields the product ClC1=NC(=CC2=CC(=CC=C12)OC)C=1C=NC(=CC1)OC(C)C (1-chloro-3-(6-isopropoxypyridin-3-yl)-6-methoxyisoquinoline). The yield is 68.2%. RXN SMILES: [CH:1]([O:4][C:5]1[N:10]=[CH:9][C:8]([C:11]2[N:12]=[C:13](O)[C:14]3[C:19]([CH:20]=2)=[CH:18][C:17]([O:21][CH3:22])=[CH:16][CH:15]=3)=[CH:7][CH:6]=1)([CH3:3])[CH3:2].O=P(Cl)(Cl)[Cl:26]>>[Cl:26][C:13]1[C:14]2[C:19](=[CH:18][C:17]([O:21][CH3:22])=[CH:16][CH:15]=2)[CH:20]=[C:11]([C:8]2[CH:9]=[N:10][C:5]([O:4][CH:1]([CH3:3])[CH3:2])=[CH:6][CH:7]=2)[N:12]=1. Reported procedure: A solution of 3-(6-isopropoxypyridin-3-yl)-6-methoxyisoquinolin-1-ol (400 mg, 1.289 mmol) in POCl3 (5 mL, 53.6 mmol) was refluxed for 14 h. Concentrated the solvent. The residue was taken into a mixture of DCM and 4N NaOH solution. The solution was adjusted PH to 7. The organic phase was collected and dried over sodium sulfate, filtered, then concentrated under vacuum. The crude material was purified by silica gel chromatography using 10% EtOAc/Hexanes as eluent to give 289 mg of the desired pro... Reactants: C, COc1cc(C(=O)O)cc(F)c1OCc1ccccc1, CO, CCOC(C)=O, [Pd]. The product is COc1cc(C(=O)O)cc(F)c1O. Reaction SMILES: [C:23].[CH2:1]([c:2]1[cH:3][cH:4][cH:5][cH:6][cH:7]1)[O:8][c:9]1[c:10]([F:20])[cH:11][c:12]([C:13](=[O:14])[OH:15])[cH:16][c:17]1[O:18][CH3:19].[CH3:21][OH:22].[CH3:25][CH2:26][O:27][C:28](=[O:29])[CH3:30].[Pd:24]>>[OH:8][c:9]1[c:10]([F:20])[cH:11][c:12]([C:13](=[O:14])[OH:15])[cH:16][c:17]1[O:18][CH3:19]. Yield: 90.0%. As a reaction SMILES: [O:1]=[O+][O-].[CH2:4]([CH:8]1[C:16]([CH3:18])([CH3:17])[C:15]2[C:10](=[CH:11][C:12]([O:20][CH3:21])=[C:13]([Cl:19])[CH:14]=2)[C:9]1=[O:22])[CH:5]=CC>ClCCl.CO>[O:1]=[CH:5][CH2:4][CH:8]1[C:16]([CH3:18])([CH3:17])[C:15]2[C:10](=[CH:11][C:12]([O:20][CH3:21])=[C:13]([Cl:19])[CH:14]=2)[C:9]1=[O:22]. Starting materials: O=[O+][O-] (ozone), O=[O+][O-] (ozone), C(C=CC)C1C(C2=CC(=C(C=C2C1(C)C)Cl)OC)=O ((RS)-2-(2-buten-1-yl)-5-chloro-6-methoxy-3,3-dimethyl-1-indanone). Solvent: ClCCl (dichloromethane), CO (methanol). The product is O=CCC1C(C2=CC(=C(C=C2C1(C)C)Cl)OC)=O ((RS)-2-(2-oxoethyl)-5-chloro-6-methoxy-3,3-dimethyl-1-indanone). Run at time 50 minute. Procedure details: An ozone stream (3 g ozone/hour) was conducted for 50 minutes while stirring through a solution, cooled to -70°, of 11.9 g of (RS)-2-(2-buten-1-yl)-5-chloro-6-methoxy-3,3-dimethyl-1-indanone in 160 ml of anhydrous dichloromethane and 40 ml of anhydrous methanol. Subsequently, the mixture was flushed with oxygen for 5 minutes and with argon for 10 minutes. After the addition of 4.7 ml of dimethyl sulfide, the mixture was stirred at room temperature for 16 hours. The reaction mixture was evaporate... The reactants are CC1(C(CCC[C@@H]1O)=O)C ((3S)-2,2-dimethyl-3-hydroxycyclohexanone), O1CCCC=C1 (dihydropyran), C1(=CC=C(C=C1)S(=O)(=O)O)C (p-toluenesulfonic acid). The solvent is C(Cl)Cl (methylene dichloride). Reaction conditions: time 2 hour. Yields the product CC1(C(CCC[C@@H]1OC1OCCCC1)=O)C ((3S)-2,2-dimethyl-3-tetrahydropyranyloxycyclohexanone). Isolated yield 99.9%. Reaction SMILES: [CH3:1][C:2]1([CH3:10])[C@@H:7]([OH:8])[CH2:6][CH2:5][CH2:4][C:3]1=[O:9].[O:11]1[CH:16]=[CH:15][CH2:14][CH2:13][CH2:12]1.C1(C)C=CC(S(O)(=O)=O)=CC=1>C(Cl)Cl>[CH3:1][C:2]1([CH3:10])[C@@H:3]([O:9][CH:12]2[CH2:13][CH2:14][CH2:15][CH2:16][O:11]2)[CH2:4][CH2:5][CH2:6][C:7]1=[O:8]. Procedure: (3S)-2,2-dimethyl-3-hydroxycyclohexanone (3) (5.12 g, 36.0 mmoles) and dihydropyran (5.00 g., 59.0 mmoles) were dissolved in dry methylene dichloride (90 ml). The solution was cooled in an ice bath, and p-toluenesulfonic acid (50 mg) was added. The resulting mixture was stirred at room temperature for 2 hours. After the reaction, a saturated aqueous solution of sodium hydrogencarbonate was washed with an aqueous solution of sodium chloride and dried over magnesium sulfate. The product was filter... The reactants are C(CCCC)C1(C(CCC1)=O)C(=O)OCC=C (allyl 1-pentyl-2-oxocyclopentanecarboxylate), C(C)#N (acetonitrile), α,β-ethylenedi(diphenyl)phosphine. The reagents and catalysts are C(C)(=O)[O-].[Pd+2].C(C)(=O)[O-] (palladium acetate). Yields the product C(CCCC)C=1C(CCC1)=O (2-pentyl-2-cyclopenten-1-one), C(CCCC)=C1C(CCC1)=O (2-pentylidenecyclopentanone). Reaction SMILES: [CH2:1]([C:6]1(C(OCC=C)=O)[CH2:10][CH2:9][CH2:8][C:7]1=[O:11])[CH2:2][CH2:3][CH2:4][CH3:5].C(#N)C>C([O-])(=O)C.[Pd+2].C([O-])(=O)C>[CH2:1]([C:6]1[C:7](=[O:11])[CH2:8][CH2:9][CH:10]=1)[CH2:2][CH2:3][CH2:4][CH3:5].[CH:1](=[C:6]1[CH2:10][CH2:9][CH2:8][C:7]1=[O:11])[CH2:2][CH2:3][CH2:4][CH3:5] |f:2.3.4|. Reported procedure: A vessel was charged with 1 mole of allyl 1-pentyl-2-oxocyclopentanecarboxylate of the following formula ##STR7## 20 moles of acetonitrile, 0.05 mole of palladium acetate and 0.05 mole of α,β-ethylenedi(diphenyl)phosphine, and after these materials were rapidly stirred at room temperature, they were heated to the boiling point of the solvent and reacted under reflux for 30 minutes. After the reaction, the reaction mixture was distilled under reduced pressure in a customary manner to give 2-penty...